From a dataset of the Open Reaction Database (ORD), a public repository of structured organic reaction records. describe an organic reaction: reactants, conditions, products, and yield Reactants: [H][H] (hydrogen), C(C)I (ethyl iodide), [H-].[Na+] (Sodium hydride), C(C1=CC=CC=C1)N1C(=NC=2C1=CC=C(C2C(=O)OC)C(=O)OC)C (dimethyl 1-benzyl-2-methyl-4,5-benzimidazoledicarboxylate). Solvent: CN(C=O)C (dimethylformamide), C(C)(=O)OCC (ethyl acetate). Run at time 8 hour. Product: C(C)N1C(=NC=2C1=CC=C(C2C(=O)OC)C(=O)OC)C (Dimethyl 1-ethyl-2-methyl-4,5-benzimidazoledicarboxylate). Isolated yield 31.7%. Reaction SMILES: [H-].[Na+].[CH2:3]([N:10]1[C:14]2=[CH:15][CH:16]=[C:17]([C:23]([O:25][CH3:26])=[O:24])[C:18]([C:19]([O:21][CH3:22])=[O:20])=[C:13]2[N:12]=[C:11]1[CH3:27])[C:4]1C=CC=CC=1.[H][H].C(I)C>CN(C)C=O.C(OCC)(=O)C>[CH2:3]([N:10]1[C:14]2=[CH:15][CH:16]=[C:17]([C:23]([O:25][CH3:26])=[O:24])[C:18]([C:19]([O:21][CH3:22])=[O:20])=[C:13]2[N:12]=[C:11]1[CH3:27])[CH3:4] |f:0.1|. Procedure: Sodium hydride (1.38 g, 46.0 mmol, 80% oil dispersion) is added in portions to a solution of dimethyl 1-benzyl-2-methyl-4,5-benzimidazoledicarboxylate (10.9 g, 43.8 mmol) in dry dimethylformamide at 0° C. After evolution of hydrogen ceases, ethyl iodide (3.68 mL, 46.1 mmol) is added. The reaction mixture is stirred at room temperature overnight, treated with ethyl acetate, and filtered. The filtrate is concentrated in vacuo; the resultant residue is recrystallized from 50% ethyl acetate:hexanes ... The reactants are O=C([O-])O, Cc1cc2c(nc(C)n2CCc2ccccc2)c(N(Cc2ccccc2)Cc2ccccc2)n1, CO, O=CO, [Na+], [OH-], [OH-], O, [Pd+2]. Yields the product Cc1cc2c(nc(C)n2CCc2ccccc2)c(N)n1. As a reaction SMILES: [C:35](=[O:36])([OH:37])[O-:38].[CH3:1][c:2]1[n:3]([CH2:27][CH2:28][c:29]2[cH:30][cH:31][cH:32][cH:33][cH:34]2)[c:4]2[c:5]([c:6]([N:11]([CH2:12][c:13]3[cH:14][cH:15][cH:16][cH:17][cH:18]3)[CH2:19][c:20]3[cH:21][cH:22][cH:23][cH:24][cH:25]3)[n:7][c:8]([CH3:10])[cH:9]2)[n:26]1.[CH3:44][OH:45].[CH:41]([OH:42])=[O:43].[Na+:39].[OH-:46].[OH-:48].[OH2:40].[Pd+2:47]>>[CH3:1][c:2]1[n:3]([CH2:27][CH2:28][c:29]2[cH:30][cH:31][cH:32][cH:33][cH:34]2)[c:4]2[c:5]([c:6]([NH2:11])[n:7][c:8]([CH3:10])[cH:9]2)[n:26]1. Starting materials: CC(C)(C)CCn1c(=O)c(C2=NS(=O)(=O)c3cc(I)ccc3N2)c(O)c2cccn21, CNCC(=O)O, CS(N)(=O)=O, CCOC(C)=O, CN(C)C=O, [Cu]I, [K+], [K+], [K+], [K+], [K+], O=P([O-])([O-])OP(=O)([O-])OP(=O)([O-])[O-]. Yields the product CC(C)(C)CCn1c(=O)c(C2=NS(=O)(=O)c3cc(NS(C)(=O)=O)ccc3N2)c(O)c2cccn21. Reaction SMILES: [CH3:1][C:2]([CH2:3][CH2:4][n:5]1[n:6]2[c:7]([c:8]([OH:25])[c:9]([C:12]3=[N:13][S:14](=[O:23])(=[O:24])[c:15]4[c:16]([cH:18][cH:19][c:20]([I:22])[cH:21]4)[NH:17]3)[c:10]1=[O:11])[cH:26][cH:27][cH:28]2)([CH3:29])[CH3:30].[CH3:49][NH:50][CH2:51][C:52](=[O:53])[OH:54].[CH3:55][S:56](=[O:57])(=[O:58])[NH2:59].[CH3:62][CH2:63][O:64][C:65](=[O:66])[CH3:67].[CH3:68][N:69]([CH3:70])[CH:71]=[O:72].[Cu:60][I:61].[K+:44].[K+:45].[K+:46].[K+:47].[K+:48].[O-:31][P:32]([O:33][P:34]([O:35][P:36]([O-:37])([O-:38])=[O:39])([O-:40])=[O:41])(=[O:42])[O-:43]>>[CH3:1][C:2]([CH2:3][CH2:4][n:5]1[n:6]2[c:7]([c:8]([OH:25])[c:9]([C:12]3=[N:13][S:14](=[O:23])(=[O:24])[c:15]4[c:16]([cH:18][cH:19][c:20]([NH:59][S:56]([CH3:55])(=[O:57])=[O:58])[cH:21]4)[NH:17]3)[c:10]1=[O:11])[cH:26][cH:27][cH:28]2)([CH3:29])[CH3:30]. Reactants: ClCCl, O=C=Nc1ccc(OC(F)(F)F)cc1, Nc1ccc(N2CCOCC2)cc1. Product: O=C(Nc1ccc(OC(F)(F)F)cc1)Nc1ccc(N2CCOCC2)cc1. As a reaction SMILES: [CH2:28]([Cl:29])[Cl:30].[F:14][C:15]([O:16][c:17]1[cH:18][cH:19][c:20]([N:23]=[C:24]=[O:25])[cH:21][cH:22]1)([F:26])[F:27].[O:1]1[CH2:2][CH2:3][N:4]([c:7]2[cH:8][cH:9][c:10]([NH2:11])[cH:12][cH:13]2)[CH2:5][CH2:6]1>>[O:1]1[CH2:2][CH2:3][N:4]([c:7]2[cH:8][cH:9][c:10]([NH:11][C:24]([NH:23][c:20]3[cH:19][cH:18][c:17]([O:16][C:15]([F:14])([F:26])[F:27])[cH:22][cH:21]3)=[O:25])[cH:12][cH:13]2)[CH2:5][CH2:6]1. Starting materials: Cl.C(C1=CC=CC=C1)OC=1C(=NC=C(C1)Br)NC=1SC=C(N1)C (3-(benzyloxy)-5-bromo-N-(4-methylthiazol-2-yl)pyridin-2-amine hydrochloride), [Li]C (MeLi), C(CCC)[Li] (butyllithium), IC (iodomethane). Yields the product Cl.C(C1=CC=CC=C1)OC=1C(=NC=C(C1)C)NC=1SC=C(N1)C (3-(benzyloxy)-5-methyl-N-(4-methylthiazol-2-yl)pyridin-2-amine hydrochloride). Yield: 11.4%. RXN SMILES: [ClH:1].[CH2:2]([O:9][C:10]1[C:11]([NH:17][C:18]2[S:19][CH:20]=[C:21]([CH3:23])[N:22]=2)=[N:12][CH:13]=[C:14](Br)[CH:15]=1)[C:3]1[CH:8]=[CH:7][CH:6]=[CH:5][CH:4]=1.[Li]C.[CH2:26]([Li])CCC.IC>>[ClH:1].[CH2:2]([O:9][C:10]1[C:11]([NH:17][C:18]2[S:19][CH:20]=[C:21]([CH3:23])[N:22]=2)=[N:12][CH:13]=[C:14]([CH3:26])[CH:15]=1)[C:3]1[CH:8]=[CH:7][CH:6]=[CH:5][CH:4]=1 |f:0.1,5.6|. Reported procedure: 3-(Benzyloxy)-5-bromo-N-(4-methylthiazol-2-yl)pyridin-2-amine (prepared according to Example 1; 0.350 g, 0.930 mmol), MeLi (0.639 mL, 1.02 mmol), butyllithium (0.409 mL, 1.02 mmol), and iodomethane (0.165 g, 1.16 mmol) were reacted according to the method of Example 7 to provide 3-(benzyloxy)-5-methyl-N-(4-methylthiazol-2-yl)pyridin-2-amine hydrochloride (0.037 g, 12.8% yield). 1H NMR (DMSO-d6) δ 7.83 (s, 1H), 7.60 (m, 2H), 7.54 (s, 1H), 7.42 (m, 2H), 7.37 (m, 1H), 6.84 (s, 1H), 5.32 (s, 2H), 2.... Starting materials: Cc1[nH]c(=O)c(C#N)cc1C(=O)c1ccccc1, Cl. Product: Cc1[nH]c(=O)ccc1C(=O)c1ccccc1. RXN SMILES: [C:1]([c:2]1[cH:3][cH:4][cH:5][cH:6][cH:7]1)(=[O:8])[c:9]1[cH:10][c:11]([C:17]#[N:18])[c:12](=[O:16])[nH:13][c:14]1[CH3:15].[ClH:19]>>[C:1]([c:2]1[cH:3][cH:4][cH:5][cH:6][cH:7]1)(=[O:8])[c:9]1[cH:10][cH:11][c:12](=[O:16])[nH:13][c:14]1[CH3:15].